This data is from the Open Reaction Database (ORD), a public repository of structured organic reaction records. The task is: describe an organic reaction: reactants, conditions, products, and yield The reactants are CCCCCCCC(O)CCC(=O)OC=C(C)Cc1ccc(C(C)(C)C)cc1, CCC=CCCOC(=O)Cl, c1ccncc1. Yields the product CCC=CCCOC(=O)OC(CCCCCCC)CCC(=O)OC=C(C)Cc1ccc(C(C)(C)C)cc1. Reaction SMILES: [C:1]([CH3:2])([CH3:3])([CH3:4])[c:5]1[cH:6][cH:7][c:8]([CH2:11][C:12](=[CH:13][O:14][C:15]([CH2:16][CH2:17][CH:18]([CH2:19][CH2:20][CH2:21][CH2:22][CH2:23][CH2:24][CH3:25])[OH:26])=[O:27])[CH3:28])[cH:9][cH:10]1.[CH2:29]([CH2:30][CH:31]=[CH:32][CH2:33][CH3:34])[O:35][C:36](=[O:37])[Cl:38].[cH:39]1[cH:40][cH:41][n:42][cH:43][cH:44]1>>[C:1]([CH3:2])([CH3:3])([CH3:4])[c:5]1[cH:6][cH:7][c:8]([CH2:11][C:12](=[CH:13][O:14][C:15]([CH2:16][CH2:17][CH:18]([CH2:19][CH2:20][CH2:21][CH2:22][CH2:23][CH2:24][CH3:25])[O:26][C:36]([O:35][CH2:29][CH2:30][CH:31]=[CH:32][CH2:33][CH3:34])=[O:37])=[O:27])[CH3:28])[cH:9][cH:10]1. Product: CNC(CN1C(=NC=2C1=NC=CC2)C2=NC=CC=C2)=O (N-Methyl-2-(2-pyridinyl)-3H-imidazo[4,5-b]pyridine-3-acetamide). Starting materials: N1=C(C=CC=C1)C1=NC=2C(=NC=CC2)N1CC(=O)O (2-(2-pyridinyl)-3H-imidazo[4,5-b]pyridine-3-acetic acid), C(=O)(N1C=NC=C1)N1C=NC=C1 (1,1'-carbonyldiimidazole), CN (monomethylamine). Reaction conditions: time 8 hour. Procedure: A solution of 2-(2-pyridinyl)-3H-imidazo[4,5-b]pyridine-3-acetic acid (2.44 g, 0.0096 mole), 1,1'-carbonyldiimidazole (1.56 g, 0.0096 mole), and anhydrous tetrahydrofuran (100 ml) was stirred at room temperature with a stream of nitrogen bubbling through it for 5 hours. A solution of 1M monomethylamine in tetrahydrofuran (15 ml) was added and the reaction stoppered and stirred overnight. The tetrahydrofuran was evaporated in vacuo and the residue triturated in water (30 ml) and filtered. The fil... As a reaction SMILES: [N:1]1[CH:6]=[CH:5][CH:4]=[CH:3][C:2]=1[C:7]1[N:15]([CH2:16][C:17]([OH:19])=O)[C:10]2=[N:11][CH:12]=[CH:13][CH:14]=[C:9]2[N:8]=1.[C:20](N1C=CN=C1)([N:22]1C=CN=C1)=O.CN>O1CCCC1>[CH3:20][NH:22][C:17](=[O:19])[CH2:16][N:15]1[C:10]2=[N:11][CH:12]=[CH:13][CH:14]=[C:9]2[N:8]=[C:7]1[C:2]1[CH:3]=[CH:4][CH:5]=[CH:6][N:1]=1. The solvent is O1CCCC1 (tetrahydrofuran), O1CCCC1 (tetrahydrofuran). The yield is 75.6%. The reactants are [C-]#N, CC1(C)C(C(=O)Cl)C1(C)C, CCCCCCC, [Na+], N#C[Na], O=Cc1cccc(Oc2ccccc2)c1, O. Product: CC1(C)C(C(=O)OC(C#N)c2cccc(Oc3ccccc3)c2)C1(C)C. As a reaction SMILES: [C-:29]#[N:30].[CH3:16][C:17]1([CH3:25])[CH:18]([C:22](=[O:23])[Cl:24])[C:19]1([CH3:20])[CH3:21].[CH3:32][CH2:33][CH2:34][CH2:35][CH2:36][CH2:37][CH3:38].[Na+:31].[Na:26][C:27]#[N:28].[O:1]([c:2]1[cH:3][cH:4][cH:5][cH:6][cH:7]1)[c:8]1[cH:9][c:10]([CH:11]=[O:12])[cH:13][cH:14][cH:15]1.[OH2:39]>>[O:1]([c:2]1[cH:3][cH:4][cH:5][cH:6][cH:7]1)[c:8]1[cH:9][c:10]([CH:11]([O:12][C:22]([CH:18]2[C:17]([CH3:16])([CH3:25])[C:19]2([CH3:20])[CH3:21])=[O:23])[C:27]#[N:28])[cH:13][cH:14][cH:15]1. The reactants are C1(=CC=CC=C1)OB=O (phenylboranic acid), C([O-])([O-])=O.[Na+].[Na+] (sodium carbonate), BrC1=CC2=C(C(OC(=N2)C)=O)C=C1OC (7-bromo-6-methoxy-2-methyl-4H-3,1-benzoxazin-4-one). Reagents/catalysts: Cl[Pd]([P](C1=CC=CC=C1)(C2=CC=CC=C2)C3=CC=CC=C3)([P](C4=CC=CC=C4)(C5=CC=CC=C5)C6=CC=CC=C6)Cl (bis(triphenylphosphine)palladium(II) dichloride). Run in C(C)(=O)OCC (ethyl acetate), O (water), COCCOC (ethylene glycol dimethyl ether), O (Water). Product: C(C)(=O)NC1=C(C(=O)O)C=C(C(=C1)C1=CC=CC=C1)OC (2-(acetamido)-5-methoxy-4-phenylbenzoic acid). Yield: 63.9%. RXN SMILES: [C:1]1(OB=O)[CH:6]=[CH:5][CH:4]=[CH:3][CH:2]=1.[C:10](=[O:13])([O-])[O-:11].[Na+].[Na+].Br[C:17]1[C:28]([O:29][CH3:30])=[CH:27][C:20]2C(=O)[O:22][C:23]([CH3:25])=[N:24][C:19]=2[CH:18]=1>Cl[Pd](Cl)([P](C1C=CC=CC=1)(C1C=CC=CC=1)C1C=CC=CC=1)[P](C1C=CC=CC=1)(C1C=CC=CC=1)C1C=CC=CC=1.C(OCC)(=O)C.O.COCCOC>[C:23]([NH:24][C:19]1[CH:18]=[C:17]([C:1]2[CH:6]=[CH:5][CH:4]=[CH:3][CH:2]=2)[C:28]([O:29][CH3:30])=[CH:27][C:20]=1[C:10]([OH:11])=[O:13])(=[O:22])[CH3:25] |f:1.2.3,^1:33,52|. Reported procedure: Water (1.2 mL), phenylboranic acid (0.22 g), sodium carbonate (0.38 g), and bis(triphenylphosphine)palladium(II) dichloride (21 mg) were added to an ethylene glycol dimethyl ether (4 mL) suspension of the obtained 7-bromo-6-methoxy-2-methyl-4H-3,1-benzoxazin-4-one (0.40 g), followed by heating to reflux under a nitrogen atmosphere for 4 hours and 30 minutes. The reaction mixture was cooled to room temperature, and then water and ethyl acetate were added thereto. The aqueous layer was separated, ... Starting materials: O1C(=NN=C1)C1=CC=C(C=C1)O (4-(1,3,4-oxadiazol-2-yl)-phenol), ClCCCN1CCN(CC1)C1=CC=C(C=C1)F (1-(3-chloropropyl)-4-(4-fluorophenyl)-piperazine). The product is O1C(=NN=C1)C1=CC=C(OCCCN2CCN(CC2)C2=CC=C(C=C2)F)C=C1 (1-[4-(1,3,4-Oxadiazol-2-yl)-phenoxy]-3-[4-(4-fluorophenyl)-piperazin-1-yl]-propane). The yield is 66.0%. RXN SMILES: [O:1]1[CH:5]=[N:4][N:3]=[C:2]1[C:6]1[CH:11]=[CH:10][C:9]([OH:12])=[CH:8][CH:7]=1.Cl[CH2:14][CH2:15][CH2:16][N:17]1[CH2:22][CH2:21][N:20]([C:23]2[CH:28]=[CH:27][C:26]([F:29])=[CH:25][CH:24]=2)[CH2:19][CH2:18]1>>[O:1]1[CH:5]=[N:4][N:3]=[C:2]1[C:6]1[CH:11]=[CH:10][C:9]([O:12][CH2:14][CH2:15][CH2:16][N:17]2[CH2:22][CH2:21][N:20]([C:23]3[CH:28]=[CH:27][C:26]([F:29])=[CH:25][CH:24]=3)[CH2:19][CH2:18]2)=[CH:8][CH:7]=1. Procedure details: The preparation is carried out as described in Example 1, using 4-(1,3,4-oxadiazol-2-yl)-phenol and 1-(3-chloropropyl)-4-(4-fluorophenyl)-piperazine. The crude product is recrystallized from toluene and subsequently from ethanol, and a product of melting point 157°-158° C. is obtained (yield: 66%). As a reaction SMILES: [C:1](#[N:2])[CH2:3][NH:4][C:5](=[O:6])[CH:7]1[CH:8]([NH:13][C:14](=[O:15])[c:16]2[nH:17][c:18]3[c:19]([C:25]([CH3:26])=[O:27])[cH:20][cH:21][cH:22][c:23]3[cH:24]2)[CH2:9][CH2:10][CH2:11][CH2:12]1.[CH3:29][C:30](=[O:31])[O-:32].[CH3:39][OH:40].[ClH:33].[K+:28].[NH2:34][NH:35][C:36](=[O:37])[NH2:38]>>[C:1](#[N:2])[CH2:3][NH:4][C:5](=[O:6])[CH:7]1[CH:8]([NH:13][C:14](=[O:15])[c:16]2[nH:17][c:18]3[c:19]([C:25]([CH3:26])=[N:34][NH:35][C:36](=[O:37])[NH2:38])[cH:20][cH:21][cH:22][c:23]3[cH:24]2)[CH2:9][CH2:10][CH2:11][CH2:12]1. The reactants are CC(=O)c1cccc2cc(C(=O)NC3CCCCC3C(=O)NCC#N)[nH]c12, CC(=O)[O-], CO, Cl, [K+], NNC(N)=O. Yields the product CC(=NNC(N)=O)c1cccc2cc(C(=O)NC3CCCCC3C(=O)NCC#N)[nH]c12.